This data is from the Open Reaction Database (ORD), a public repository of structured organic reaction records. The task is: describe an organic reaction: reactants, conditions, products, and yield The reactants are O=C1CCC(=O)N1Br, O=C(OOC(=O)c1ccccc1)c1ccccc1, ClC(Cl)(Cl)Cl, CCc1ccc([N+](=O)[O-])cc1. Yields the product CC(Br)c1ccc([N+](=O)[O-])cc1. Reaction SMILES: [Br:12][N:13]1[C:14](=[O:15])[CH2:16][CH2:17][C:18]1=[O:19].[C:20]([O:21][O:22][C:23](=[O:24])[c:25]1[cH:26][cH:27][cH:28][cH:29][cH:30]1)(=[O:31])[c:32]1[cH:33][cH:34][cH:35][cH:36][cH:37]1.[C:38]([Cl:39])([Cl:40])([Cl:41])[Cl:42].[CH2:1]([CH3:2])[c:3]1[cH:4][cH:5][c:6]([N+:9](=[O:10])[O-:11])[cH:7][cH:8]1>>[CH:1]([CH3:2])([c:3]1[cH:4][cH:5][c:6]([N+:9](=[O:10])[O-:11])[cH:7][cH:8]1)[Br:12]. Starting materials: [Br-], C#C[Mg+], O=C([O-])O, Cc1cccc(-c2nn3c(Cl)cccc3c2C=O)c1, [Na+], C1CCOC1. As a reaction SMILES: [Br-:20].[C:21](#[CH:22])[Mg+:23].[C:24](=[O:25])([OH:26])[O-:27].[Cl:1][c:2]1[cH:3][cH:4][cH:5][c:6]2[n:7]1[n:8][c:9](-[c:13]1[cH:14][c:15]([CH3:19])[cH:16][cH:17][cH:18]1)[c:10]2[CH:11]=[O:12].[Na+:28].[O:29]1[CH2:30][CH2:31][CH2:32][CH2:33]1>>[Cl:1][c:2]1[cH:3][cH:4][cH:5][c:6]2[n:7]1[n:8][c:9](-[c:13]1[cH:14][c:15]([CH3:19])[cH:16][cH:17][cH:18]1)[c:10]2[CH:11]([OH:12])[C:21]#[CH:22]. Yields the product C#CC(O)c1c(-c2cccc(C)c2)nn2c(Cl)cccc12. The reactants are COC=1C=C(C=C2C=C(NC12)C=1SC(CN1)CC(=O)OCC)OC=1C=NC(=CC1)S(=O)(=O)C (Ethyl [2-(7-methoxy-5-{[6-(methylsulfonyl)pyridin-3-yl]oxy}-1H-indol-2-yl)-4,5-dihydro-1,3-thiazol-5-yl]acetate), [OH-].[Na+] (sodium hydroxide). Run in O1CCCC1 (tetrahydrofuran), C(C)O (ethanol). Run at time 1 hour. Yields the product COC=1C=C(C=C2C=C(NC12)C=1SC(CN1)CC(=O)O)OC=1C=NC(=CC1)S(=O)(=O)C ([2-(7-Methoxy-5-{[6-(methylsulfonyl)pyridin-3-yl]oxy}-1H-indol-2-yl)-4,5-dihydro-1,3-thiazol-5-yl]acetic acid). The yield is 92.6%. As a reaction SMILES: [CH3:1][O:2][C:3]1[CH:4]=[C:5]([O:23][C:24]2[CH:25]=[N:26][C:27]([S:30]([CH3:33])(=[O:32])=[O:31])=[CH:28][CH:29]=2)[CH:6]=[C:7]2[C:11]=1[NH:10][C:9]([C:12]1[S:13][CH:14]([CH2:17][C:18]([O:20]CC)=[O:19])[CH2:15][N:16]=1)=[CH:8]2.[OH-].[Na+]>O1CCCC1.C(O)C>[CH3:1][O:2][C:3]1[CH:4]=[C:5]([O:23][C:24]2[CH:25]=[N:26][C:27]([S:30]([CH3:33])(=[O:32])=[O:31])=[CH:28][CH:29]=2)[CH:6]=[C:7]2[C:11]=1[NH:10][C:9]([C:12]1[S:13][CH:14]([CH2:17][C:18]([OH:20])=[O:19])[CH2:15][N:16]=1)=[CH:8]2 |f:1.2|. Reported procedure: Ethyl [2-(7-methoxy-5-{[6-(methylsulfonyl)pyridin-3-yl]oxy}-1H-indol-2-yl)-4,5-dihydro-1,3-thiazol-5-yl]acetate (11.06 g) was dissolved in a mixture of tetrahydrofuran (100 mL) and ethanol (100 mL). To the mixture was added 1M aqueous sodium hydroxide solution (37 mL) and the mixture was stirred at room temperature for 1 h. The mixture was concentrated under reduced pressure. The residue was dissolved in water and 1M hydrochloric acid (37 mL) was added to the mixture. The resulting yellow suspen... Reactants: [H-].[Al+3].[Li+].[H-].[H-].[H-] (lithium aluminum hydride), CN(N=CC=1C=NC=CC1)C (1,1-dimethyl-2-(3-pyridylmethylidene)hydrazine), O (water), [OH-].[Na+] (sodium hydroxide), O (water). Solvent: C(C)OCC (ethyl ether), C(C)OCC (ethyl ether). Conditions: temperature 5 celsius. Yields the product CN(NCC=1C=NC=CC1)C (1,1-Dimethyl-2-(3-pyridylmethyl)hydrazine). Yield: 20.6%. As a reaction SMILES: [H-].[Al+3].[Li+].[H-].[H-].[H-].[CH3:7][N:8]([CH3:17])[N:9]=[CH:10][C:11]1[CH:12]=[N:13][CH:14]=[CH:15][CH:16]=1.O.[OH-].[Na+]>C(OCC)C>[CH3:7][N:8]([CH3:17])[NH:9][CH2:10][C:11]1[CH:12]=[N:13][CH:14]=[CH:15][CH:16]=1 |f:0.1.2.3.4.5,8.9|. Procedure details: In 100 ml of dry ethyl ether was suspended 4.6 g of lithium aluminum hydride and with stirring in a nitrogen gas stream, a solution of 12.0 g of 1,1-dimethyl-2-(3-pyridylmethylidene)hydrazine in 50 ml of dry ethyl ether was added dropwise. The mixture was refluxed for 5 hours and, then, cooled (5° C.) and with stirring, 5 ml of water, 5 ml of 20% aqueous sodium hydroxide and 15 ml of water were added dropwise in succession. The insoluble matter was filtered off, the filtrate was concentrated, an... Starting materials: NC1=C(C=C(C=C1)C(C(=O)[O-])C)F (2-(4-amino-3-fluorophenyl)propionate), CS(=O)(=O)Cl (methansulfonylchloride), N1=CC=CC=C1 (pyridine). Conditions: temperature 0 celsius, time 10 minute. Yields the product FC=1C=C(C=CC1NS(=O)(=O)C)C(C(=O)OCC)C (ethyl 2-[3-fluoro-4-(metylsulfonylamino)phenyl]propionate). The yield is 91.0%. Reaction SMILES: [NH2:1][C:2]1[CH:7]=[CH:6][C:5]([CH:8]([CH3:12])[C:9]([O-:11])=[O:10])=[CH:4][C:3]=1[F:13].[CH3:14][S:15](Cl)(=[O:17])=[O:16].N1C=CC=[CH:21][CH:20]=1>>[F:13][C:3]1[CH:4]=[C:5]([CH:8]([CH3:12])[C:9]([O:11][CH2:20][CH3:21])=[O:10])[CH:6]=[CH:7][C:2]=1[NH:1][S:15]([CH3:14])(=[O:17])=[O:16]. Reported procedure: A solution of 2-(4-amino-3-fluorophenyl)propionate (1-13, 4 mM) and pyridine (10 ml) was dissoluted with methansulfonylchloride (6 mM) and was stirred at 0° C. for 10 minutes. The combined organic layers were washed with H2O and residue was purified by flash column chromatography on silica gel with EtOAc/hexanes (1:2) as eluant to afford ethyl 2-[3-fluoro-4-(metylsulfonylamino)phenyl]propionate compound (1-26, SU-658). Yields the product Cl.N1(C=NC=C1)CCCOCC1=C(C(=CC=C1)C(C)C)NC(CC1C2=CC=CC=C2OC=2C=CC=CC12)=O (N-{2-[3-(1-Imidazolyl)propyl]oxymethyl-6-isopropylphenyl}-2-(9H-xanthen-9-yl)acetamide hydrochloride). The reactants are solution, Cl (hydrogen chloride), N1(C=NC=C1)CCCOCC1=C(C(=CC=C1)C(C)C)NC(CC1C2=CC=CC=C2OC=2C=CC=CC12)=O (N-{2-[3-(1-Imidazolyl)propyl]oxymethyl-6-isopropylphenyl}-2-(9H-xanthen-9-yl)acetamide). Procedure details: 0.39 ml of a 4N solution of hydrogen chloride in dioxane was added to a solution of 192 mg (0.39 mmol) of N-{2-[3-(1-imidazolyl)propyl]oxymethyl-6-isopropylphenyl}-2-(9H-xanthen-9-yl)acetamide (prepared as described in Example 195) in 2 ml of methylene chloride, and the resulting mixture was freed from the solvent by distillation under reduced pressure. The resulting residue was dissolved in a small amount of dioxane and, after water had been added, the resulting mixture was lyophilized, to give... Run in O1CCOCC1 (dioxane), C(Cl)Cl (methylene chloride). Reaction SMILES: [ClH:1].[N:2]1([CH2:7][CH2:8][CH2:9][O:10][CH2:11][C:12]2[CH:17]=[CH:16][CH:15]=[C:14]([CH:18]([CH3:20])[CH3:19])[C:13]=2[NH:21][C:22](=[O:38])[CH2:23][CH:24]2[C:37]3[CH:36]=[CH:35][CH:34]=[CH:33][C:32]=3[O:31][C:30]3[C:25]2=[CH:26][CH:27]=[CH:28][CH:29]=3)[CH:6]=[CH:5][N:4]=[CH:3]1>O1CCOCC1.C(Cl)Cl>[ClH:1].[N:2]1([CH2:7][CH2:8][CH2:9][O:10][CH2:11][C:12]2[CH:17]=[CH:16][CH:15]=[C:14]([CH:18]([CH3:20])[CH3:19])[C:13]=2[NH:21][C:22](=[O:38])[CH2:23][CH:24]2[C:25]3[CH:26]=[CH:27][CH:28]=[CH:29][C:30]=3[O:31][C:32]3[C:37]2=[CH:36][CH:35]=[CH:34][CH:33]=3)[CH:6]=[CH:5][N:4]=[CH:3]1 |f:4.5|. Reactants: ClC1=CC2=C(NC(=N2)NC2=CC=C(C=C2)OC)C=C1Cl (5,6-Dichloro-N-[4-(methoxy)phenyl]-1H-benzimidazol-2-amine), [H-].[Na+] (NaH), C(Cl)Cl (CH2Cl2), COC(C1=CC=C(C=C1)CBr)=O (methyl-4-(bromomethyl)benzoate). Solvent: CCOC(=O)C (EtOAc), CN(C)C=O (DMF), hexanes, [Cl-].[Na+].O (brine). Run at time 2 hour. The product is ClC1=CC2=C(N(C(=N2)NC2=CC=C(C=C2)OC)CC2=CC=C(C(=O)OC)C=C2)C=C1Cl (Methyl 4-[(5,6-dichloro-2-{[4-(methoxy)-phenyl]amino}-1H-benzimidazol-1-yl)methyl]benzoate). Reaction SMILES: [Cl:1][C:2]1[C:19]([Cl:20])=[CH:18][C:5]2[NH:6][C:7]([NH:9][C:10]3[CH:15]=[CH:14][C:13]([O:16][CH3:17])=[CH:12][CH:11]=3)=[N:8][C:4]=2[CH:3]=1.[H-].[Na+].[CH3:23][O:24][C:25](=[O:34])[C:26]1[CH:31]=[CH:30][C:29]([CH2:32]Br)=[CH:28][CH:27]=1.C(Cl)Cl>CN(C=O)C.[Cl-].[Na+].O.CCOC(C)=O>[Cl:20][C:19]1[C:2]([Cl:1])=[CH:3][C:4]2[N:8]([CH2:32][C:29]3[CH:30]=[CH:31][C:26]([C:25]([O:24][CH3:23])=[O:34])=[CH:27][CH:28]=3)[C:7]([NH:9][C:10]3[CH:11]=[CH:12][C:13]([O:16][CH3:17])=[CH:14][CH:15]=3)=[N:6][C:5]=2[CH:18]=1 |f:1.2,6.7.8|. Reported procedure: To the title compound of Example 19, Step A (1.3 mmol, 407 mg) in DMF (5 mL) was added NaH (1.6 mmol, 62 mg of 60% suspension in mineral oil). After 10 min methyl-4-(bromomethyl)benzoate (1.3 mmol, 304 mg) was added and the reaction mixture was allowed to stand at ambient temperature for 2 h. Aqueous workup with CH2Cl2/saturated NaHCO3 and brine, followed by flash chromatography on silica eluting with 40%, 50% and 60% EtOAc in hexanes afforded the product as a tan solid. LC-MS (ESI, Method B): 1...